Dataset: the Open Reaction Database (ORD), a public repository of structured organic reaction records. Task: describe an organic reaction: reactants, conditions, products, and yield Reactants: C1CCOC1, CI, [H-], CC1(C)CC2(NC(N)=NC2=O)c2cc(Br)ccc2O1, [Na+]. Product: CN1C(=O)C2(CC(C)(C)Oc3ccc(Br)cc32)N=C1N. As a reaction SMILES: [CH2:24]1[O:25][CH2:26][CH2:27][CH2:28]1.[CH3:22][I:23].[H-:2].[NH2:3][C:4]1=[N:5][C:6](=[O:21])[C:7]2([CH2:8][C:9]([CH3:18])([CH3:19])[O:10][c:11]3[cH:12][cH:13][c:14]([Br:17])[cH:15][c:16]32)[NH:20]1.[Na+:1]>>[NH2:3][C:4]1=[N:20][C:7]2([C:6](=[O:21])[N:5]1[CH3:22])[CH2:8][C:9]([CH3:18])([CH3:19])[O:10][c:11]1[cH:12][cH:13][c:14]([Br:17])[cH:15][c:16]12. The reactants are CC1=NC2=C(C=C(C=3CCC(NC23)C2=CC=CC=C2)C(=O)OCC)N1C (ethyl 2,3-dimethyl-8-phenyl-6,7,8,9-tetrahydro-3H-imidazo[4,5-h]quinoline-5-carboxylate), Cl (hydrochloric acid). The solvent is O1CCOCC1 (dioxane), [OH-].[Na+] (sodium hydroxide). Conditions: temperature 100 celsius. Product: CC1=NC2=C(C=C(C=3CCC(NC23)C2=CC=CC=C2)C(=O)O)N1C (2,3-Dimethyl-8-phenyl-6,7,8,9-tetrahydro-3H-imidazo[4,5-h]quinoline-5-carboxylic Acid). The yield is 88.8%. As a reaction SMILES: [CH3:1][C:2]1[N:25]([CH3:26])[C:5]2[CH:6]=[C:7]([C:20]([O:22]CC)=[O:21])[C:8]3[CH2:9][CH2:10][CH:11]([C:14]4[CH:19]=[CH:18][CH:17]=[CH:16][CH:15]=4)[NH:12][C:13]=3[C:4]=2[N:3]=1.Cl>O1CCOCC1.[OH-].[Na+]>[CH3:1][C:2]1[N:25]([CH3:26])[C:5]2[CH:6]=[C:7]([C:20]([OH:22])=[O:21])[C:8]3[CH2:9][CH2:10][CH:11]([C:14]4[CH:19]=[CH:18][CH:17]=[CH:16][CH:15]=4)[NH:12][C:13]=3[C:4]=2[N:3]=1 |f:3.4|. Procedure: A suspension of 12 g (3.4 mmol) ethyl 2,3-dimethyl-8-phenyl-6,7,8,9-tetrahydro-3H-imidazo[4,5-h]quinoline-5-carboxylate in 20 ml dioxane and 12 ml 2N aqueous sodium hydroxide was heated to 100° C. until no starting material was left. The mixture was cooled down and neutralized with 2N hydrochloric acid. The precipitate was collected, washed with water and dried. The crude product was recrystallized from ethanol to yield 0.97 g (88%) of the title compound as a colourless solid. m.p. 325-326° C. Starting materials: CO, COCCC1CCOC1=O, C=CC1CCOC1=O. Product: COC(=O)C1CCOCC1. RXN SMILES: [CH3:19][OH:20].[CH3:1][O:2][CH2:3][CH2:4][CH:5]1[C:6](=[O:10])[O:7][CH2:8][CH2:9]1.[CH:11]([CH:12]1[CH2:13][CH2:14][O:15][C:16]1=[O:17])=[CH2:18]>>[CH2:1]1[O:2][CH2:3][CH2:4][CH:5]([C:6]([O:7][CH3:8])=[O:10])[CH2:9]1.